Dataset: the Open Reaction Database (ORD), a public repository of structured organic reaction records. Task: describe an organic reaction: reactants, conditions, products, and yield Reactants: CC1CCCO1 (MeTHF), Cl.N[C@@H]1[C@H](CC=2C=CC(=CC2C1(CC)CC)C(=O)N)OC ((6S,7S)-7-amino-8,8-diethyl-6-methoxy-5,6,7,8-tetrahydro-naphthalene-2-carboxylic acid amide hydrochloride), C(C)(=O)O[BH-](OC(C)=O)OC(C)=O.[Na+] (sodium triacetoxyborohydride), C1(CCCCC1)CC(C[C@H](S(=O)(=O)[O-])O)C(=O)OC.[Na+] (sodium (S)-4-cyclohexyl-1-hydroxy-3-methoxycarbonyl-butane-1-sulfonate), CC1OCCC1 (2-methyl-tetrahydro-furan), [OH-].[Na+] (NaOH). Run in O (Water), O (water). Reaction conditions: time 20 minute. Product: COC([C@H](CCN[C@H]1C(C2=CC(=CC=C2C[C@@H]1OC)C(N)=O)(CC)CC)CC1CCCCC1)=O ((S)-4-((2S,3S)-7-Carbamoyl-1,1-diethyl-3-methoxy-1,2,3,4-tetrahydronaphthalen-2-ylamino)-2-cyclohexylmethyl-butyric acid methyl ester). Isolated yield 85.7%. RXN SMILES: [CH:1]1([CH2:7][CH:8]([C:16]([O:18][CH3:19])=[O:17])[CH2:9][C@@H:10](O)S([O-])(=O)=O)[CH2:6][CH2:5][CH2:4][CH2:3][CH2:2]1.[Na+].CC1CCCO1.[OH-].[Na+].Cl.[NH2:30][C@H:31]1[C:40]([CH2:43][CH3:44])([CH2:41][CH3:42])[C:39]2[CH:38]=[C:37]([C:45]([NH2:47])=[O:46])[CH:36]=[CH:35][C:34]=2[CH2:33][C@@H:32]1[O:48][CH3:49].C(O[BH-](OC(=O)C)OC(=O)C)(=O)C.[Na+]>O>[CH3:19][O:18][C:16](=[O:17])[C@@H:8]([CH2:7][CH:1]1[CH2:6][CH2:5][CH2:4][CH2:3][CH2:2]1)[CH2:9][CH2:10][NH:30][C@@H:31]1[C@@H:32]([O:48][CH3:49])[CH2:33][C:34]2[C:39](=[CH:38][C:37]([C:45](=[O:46])[NH2:47])=[CH:36][CH:35]=2)[C:40]1([CH2:43][CH3:44])[CH2:41][CH3:42] |f:0.1,3.4,5.6,7.8|. Procedure: To a slurry of sodium (S)-4-cyclohexyl-1-hydroxy-3-methoxycarbonyl-butane-1-sulfonate (25.8 g, 81.5 mmol) and 2-methyl-tetrahydro-furan (300 mL) was added 1.0 M NaOH in water (76.1 mL) and the reaction mixture was stirred for 20 min at RT. To the reaction mixture was added (6S,7S)-7-amino-8,8-diethyl-6-methoxy-5,6,7,8-tetrahydro-naphthalene-2-carboxylic acid amide hydrochloride (17.0 g, 54.3 mmol); the reaction mixture was stirred for 40 min at RT, sodium triacetoxyborohydride (46.1 g, 217 mmol)... Reactants: COC(=O)C(C)O, CCOC(C)=O, N#Cc1ccc(O)cc1F, CCOC(=O)N=NC(=O)OCC, c1ccc(P(c2ccccc2)c2ccccc2)cc1. The product is COC(=O)C(C)Oc1ccc(C#N)c(F)c1. RXN SMILES: [C:11]([CH:12]([OH:13])[CH3:14])(=[O:15])[O:16][CH3:17].[CH3:49][CH2:50][O:51][C:52](=[O:53])[CH3:54].[F:1][c:2]1[c:3]([C:4]#[N:5])[cH:6][cH:7][c:8]([OH:10])[cH:9]1.[O:37]=[C:38]([O:39][CH2:40][CH3:41])[N:42]=[N:43][C:44]([O:45][CH2:46][CH3:47])=[O:48].[c:18]1([P:19]([c:20]2[cH:21][cH:22][cH:23][cH:24][cH:25]2)[c:26]2[cH:27][cH:28][cH:29][cH:30][cH:31]2)[cH:32][cH:33][cH:34][cH:35][cH:36]1>>[F:1][c:2]1[c:3]([C:4]#[N:5])[cH:6][cH:7][c:8]([O:10][CH:12]([C:11](=[O:15])[O:16][CH3:17])[CH3:14])[cH:9]1. Starting materials: CN1N=NC=2N(C1=O)C=NC2C(=O)NCC(C2=CC=CC=C2)=O (3-Methyl-4-oxo-N-(2-oxo-2-phenylethyl)-3,4-dihydroimidazo[5,1-d][1,2,3,5]tetrazine-8-carboxamide), P(=O)(Cl)(Cl)Cl (phosphorus oxychloride). Run at temperature 110 celsius, time 3 hour. Product: CN1N=NC=2N(C1=O)C=NC2C=2OC(=CN2)C2=CC=CC=C2 (3-Methyl-8-(5-phenyloxazol-2-yl)imidazo[5,1-d][1,2,3,5]tetrazin-4(3H)-one). Yield: 32.2%. Reaction SMILES: [CH3:1][N:2]1[C:7](=[O:8])[N:6]2[CH:9]=[N:10][C:11]([C:12]([NH:14][CH2:15][C:16](=[O:23])[C:17]3[CH:22]=[CH:21][CH:20]=[CH:19][CH:18]=3)=O)=[C:5]2[N:4]=[N:3]1.P(Cl)(Cl)(Cl)=O>>[CH3:1][N:2]1[C:7](=[O:8])[N:6]2[CH:9]=[N:10][C:11]([C:12]3[O:23][C:16]([C:17]4[CH:18]=[CH:19][CH:20]=[CH:21][CH:22]=4)=[CH:15][N:14]=3)=[C:5]2[N:4]=[N:3]1. Reported procedure: 3-Methyl-4-oxo-N-(2-oxo-2-phenylethyl)-3,4-dihydroimidazo[5,1-d][1,2,3,5]tetrazine-8-carboxamide (0.180 g; 0.58 mmol) was added to phosphorus oxychloride (3.6 mL) and the stirred mixture heated at 110° C. for 1.5 hours. The mixture was cooled and poured onto ice, and allowed to stand for 3 hour. The solid was filtered and extracted with chloroform on Soxhlet apparatus. Concentration under reduced pressure yielded pure title compound as a bright yellow powder (55 mg; 32%). δH (DMSO-d6) 8.94 (1H, ... Starting materials: O=C([O-])[O-], CCO, Fc1cc(F)nc(F)n1, [K+], [K+], Nc1ccc(Cl)cc1, O. The product is Fc1cc(Nc2ccc(Cl)cc2)nc(F)n1. Reaction SMILES: [C:18](=[O:19])([O-:20])[O-:21].[CH3:24][CH2:25][OH:26].[F:9][c:10]1[n:11][c:12]([F:17])[cH:13][c:14]([F:16])[n:15]1.[K+:22].[K+:23].[NH2:1][c:2]1[cH:3][cH:4][c:5]([Cl:6])[cH:7][cH:8]1.[OH2:27]>>[NH:1]([c:2]1[cH:3][cH:4][c:5]([Cl:6])[cH:7][cH:8]1)[c:14]1[cH:13][c:12]([F:17])[n:11][c:10]([F:9])[n:15]1. The solvent is CO (methanol). Reaction SMILES: [NH2:1][C@H:2]([C:10]([OH:12])=[O:11])[CH2:3][CH2:4][CH2:5][NH:6][C:7](=[NH:9])[NH2:8].[CH:13](=O)[C:14]1[CH:19]=[CH:18][CH:17]=[CH:16][CH:15]=1.[CH2:21]([N:28]1[C:32](=[O:33])[CH:31]=[CH:30][C:29]1=[O:34])[C:22]1[CH:27]=[CH:26][CH:25]=[CH:24][CH:23]=1>C(O)(=O)C.CO>[C:10]([OH:12])(=[O:11])[CH3:2].[CH2:21]([N:28]1[C:32](=[O:33])[CH:31]2[CH:13]([C:14]3[CH:19]=[CH:18][CH:17]=[CH:16][CH:15]=3)[NH:1][C:2]([CH2:3][CH2:4][CH2:5][NH:6][C:7]([NH2:8])=[NH:9])([C:10]([OH:12])=[O:11])[CH:30]2[C:29]1=[O:34])[C:22]1[CH:23]=[CH:24][CH:25]=[CH:26][CH:27]=1 |f:5.6|. The yield is 107.3%. Yields the product C(C)(=O)O.C(C1=CC=CC=C1)N1C(C2C(C1=O)C(NC2(C(=O)O)CCCNC(=N)N)C2=CC=CC=C2)=O ((1RS,3SR,3aRS,6aSR)-5-benzyl-1-(3-guanidino-propyl)-4,6-dioxo-octahydro-3-phenyl-pyrrolo[3,4-c]-pyrrole-1-carboxylic acid acetate). Procedure: 871 mg (5 mmol) of arginine, 530 mg (5 mmol) of benzaldehyde, 1.122 g (6 mmol) of N-benzylmaleimide and 25 drops of acetic acid were heated under reflux in 25 ml of methanol for 60 hours. After cooling the colourless precipitate was filtered off under suction and washed with ether. 1.367 g of (1RS,3SR,3aRS,6aSR)-5-benzyl-1-(3-guanidino-propyl)-4,6-dioxo-octahydro-3-phenyl-pyrrolo[3,4-c]-pyrrole-1-carboxylic acid acetate (54%) were isolated as a colourless powder. M.p.: from 195° C. decomposition... The reagents and catalysts are C(C)(=O)O (acetic acid). The reactants are N[C@@H](CCCNC(N)=N)C(=O)O (arginine), C(C1=CC=CC=C1)=O (benzaldehyde), C(C1=CC=CC=C1)N1C(C=CC1=O)=O (N-benzylmaleimide). Starting materials: CN1N=C(C(=C1C)C=O)C (1,3,5-trimethyl-1H-pyrazole-4-carbaldehyde), CN1N=C(C(=C1C)C=O)C (1,3,5-trimethyl-1H-pyrazole-4-carbaldehyde), C(O)([O-])=O.[Na+] (sodium hydrogen carbonate), Cl.Cl.ClC=1C(=NC=CN1)N1CCNCC1 (3′-chloro-3,4,5,6-tetrahydro-2H-[1,2′]bipyrazinyl dihydrochloride), C(C)(=O)O[BH-](OC(C)=O)OC(C)=O.[Na+] (sodium triacetoxyborohydride), powder. The solvent is O1CCCC1 (tetrahydrofuran). Reaction conditions: time 10 minute. Product: ClC=1C(=NC=CN1)N1CCN(CC1)CC=1C(=NN(C1C)C)C (3′-Chloro-4-(1,3,5-trimethyl-1H-pyrazol-4-ylmethyl)-3,4,5,6-tetrahydro-2H-[1,2′]bipyrazine). RXN SMILES: Cl.Cl.[Cl:3][C:4]1[C:5]([N:10]2[CH2:15][CH2:14][NH:13][CH2:12][CH2:11]2)=[N:6][CH:7]=[CH:8][N:9]=1.[CH3:16][N:17]1[C:21]([CH3:22])=[C:20]([CH:23]=O)[C:19]([CH3:25])=[N:18]1.C(O[BH-](OC(=O)C)OC(=O)C)(=O)C.[Na+].C(=O)([O-])O.[Na+]>O1CCCC1>[Cl:3][C:4]1[C:5]([N:10]2[CH2:11][CH2:12][N:13]([CH2:23][C:20]3[C:19]([CH3:25])=[N:18][N:17]([CH3:16])[C:21]=3[CH3:22])[CH2:14][CH2:15]2)=[N:6][CH:7]=[CH:8][N:9]=1 |f:0.1.2,4.5,6.7|. Procedure: To a suspension of 3′-chloro-3,4,5,6-tetrahydro-2H-[1,2′]bipyrazinyl dihydrochloride (2.11 g, 7.77 mmol, 1 eq) in tetrahydrofuran (20 mL) add 1,3,5-trimethyl-1H-pyrazole-4-carbaldehyde (1.61 g, 11.65 mmol, 1.5 eq). Stir for 10 min and add sodium triacetoxyborohydride (4.20 g, 19.40 mmol, 2.5 eq) in one portion. Stir at room temperature under nitrogen for 1 hr., then add further 1,3,5-trimethyl-1H-pyrazole-4-carbaldehyde (0.50 g, 3.6 mmol, 0.47 eq). Stir for 30 min., add saturated aqueous sodium ... Reactants: NC=1C=C(C=NC1)C(=O)C1=CN(C=2N=CN=CC21)C(CO[Si](C)(C)C(C)(C)C)(C)C ((5-Amino-pyridin-3-yl)-{7-[2-(tert-butyl-dimethyl-silanyloxy)-1,1-dimethyl-ethyl]-7H-pyrrolo[2,3-d]pyrimidin-5-yl}-methanone), C1(CC1)C=1C=NN(C1)CC(=O)O ((4-Cyclopropyl-1H-pyrazol-1-yl)acetic acid). Product: C(C)(C)(C)[Si](OCC(C)(C)N1C=C(C2=C1N=CN=C2)C(=O)C=2C=C(C=NC2)NC(CN2N=CC(=C2)C2CC2)=O)(C)C (N-(5-{7-[2-(tert-Butyl-dimethyl-silanyloxy)-1,1-dimethyl-ethyl]-7H-pyrrolo[2,3-d]pyrimidine-5-carbonyl}-pyridin-3-yl)-2-(4-cyclopropyl-pyrazol-1-yl)-acetamide). As a reaction SMILES: [NH2:1][C:2]1[CH:3]=[C:4]([C:8]([C:10]2[C:18]3[CH:17]=[N:16][CH:15]=[N:14][C:13]=3[N:12]([C:19]([CH3:30])([CH3:29])[CH2:20][O:21][Si:22]([C:25]([CH3:28])([CH3:27])[CH3:26])([CH3:24])[CH3:23])[CH:11]=2)=[O:9])[CH:5]=[N:6][CH:7]=1.[CH:31]1([C:34]2[CH:35]=[N:36][N:37]([CH2:39][C:40](O)=[O:41])[CH:38]=2)[CH2:33][CH2:32]1>>[C:25]([Si:22]([CH3:23])([CH3:24])[O:21][CH2:20][C:19]([N:12]1[C:13]2[N:14]=[CH:15][N:16]=[CH:17][C:18]=2[C:10]([C:8]([C:4]2[CH:3]=[C:2]([NH:1][C:40](=[O:41])[CH2:39][N:37]3[CH:38]=[C:34]([CH:31]4[CH2:32][CH2:33]4)[CH:35]=[N:36]3)[CH:7]=[N:6][CH:5]=2)=[O:9])=[CH:11]1)([CH3:30])[CH3:29])([CH3:28])([CH3:27])[CH3:26]. Procedure details: The title compound was prepared according to the method described for Example 1 using (5-Amino-pyridin-3-yl)-{7-[2-(tert-butyl-dimethyl-silanyloxy)-1,1-dimethyl-ethyl]-7H-pyrrolo[2,3-d]pyrimidin-5-yl}-methanone (Preparation 38) and (4-Cyclopropyl-1H-pyrazol-1-yl)acetic acid (Preparation 88) to afford the title compound as an an off-white solid in 41% yield, 55 mg. Reactants: Cc1c(C(=O)O)cccc1[N+](=O)[O-], CN(C)C=O, O. The product is COC(=O)c1cccc([N+](=O)[O-])c1C. RXN SMILES: [CH3:6][c:7]1[c:8]([C:9](=[O:10])[OH:11])[cH:12][cH:13][cH:14][c:15]1[N+:16](=[O:17])[O-:18].[O:1]=[CH:2][N:3]([CH3:4])[CH3:5].[OH2:19]>>[CH3:2][O:11][C:9]([c:8]1[c:7]([CH3:6])[c:15]([N+:16](=[O:17])[O-:18])[cH:14][cH:13][cH:12]1)=[O:10]. The solvent is ClC(C)Cl (dichloroethane). Reported procedure: 3-[4-[(2,4-Difluorobenzyl)oxy]-6-methyl-2-oxopyridin-1(2H)-yl]-4-methylbenzoic acid (from above) (7.5 g, 19.4 mmol) and NCS (2.6 g, 19.4 mmol) were taken up in 65° C. dichloroethane (100 ml). A catalytic amount of dichloroacetic acid (2 drops) was added. After two hours the solvent was removed in vacuo and the residue was taken up in diethyl ether. The precipitate was collected on a filter pad and then taken up in 50% ethyl acetate/hexanes to remove residual succinimide. The precipitate was coll... Reagents/catalysts: ClC(C(=O)O)Cl (dichloroacetic acid). Yield: 51.6%. Product: ClC=1C(N(C(=CC1OCC1=C(C=C(C=C1)F)F)C)C=1C=C(C(=O)O)C=CC1C)=O (3-[3-chloro-4-[(2,4-difluorobenzyl)oxy]-6-methyl-2-oxopyridin-1(2H)-yl]-4-methylbenzoic acid). Reaction SMILES: [F:1][C:2]1[CH:27]=[C:26]([F:28])[CH:25]=[CH:24][C:3]=1[CH2:4][O:5][C:6]1[CH:11]=[C:10]([CH3:12])[N:9]([C:13]2[CH:14]=[C:15]([CH:19]=[CH:20][C:21]=2[CH3:22])[C:16]([OH:18])=[O:17])[C:8](=[O:23])[CH:7]=1.C1C(=O)N([Cl:36])C(=O)C1>ClC(Cl)C(O)=O.ClC(Cl)C>[Cl:36][C:7]1[C:8](=[O:23])[N:9]([C:13]2[CH:14]=[C:15]([CH:19]=[CH:20][C:21]=2[CH3:22])[C:16]([OH:18])=[O:17])[C:10]([CH3:12])=[CH:11][C:6]=1[O:5][CH2:4][C:3]1[CH:24]=[CH:25][C:26]([F:28])=[CH:27][C:2]=1[F:1]. The reactants are FC1=C(COC2=CC(N(C(=C2)C)C=2C=C(C(=O)O)C=CC2C)=O)C=CC(=C1)F (3-[4-[(2,4-Difluorobenzyl)oxy]-6-methyl-2-oxopyridin-1(2H)-yl]-4-methylbenzoic acid), C1CC(=O)N(C1=O)Cl (NCS). The reactants are BrC1=CC2=C(C=N1)C=C(N2)C(OCC)OCC (6-Bromo-2-(diethoxymethyl)-1H-pyrrolo[3,2-c]pyridine), tosic acid hydrate. Run in C1CCOC1 (THF), O (water). Conditions: temperature 25 celsius, time 55 minute. Product: BrC1=CC2=C(C=N1)C=C(N2)C=O (6-Bromo-1H-pyrrolo[3,2-c]pyridine-2-carbaldehyde). The yield is 105.9%. As a reaction SMILES: [Br:1][C:2]1[N:7]=[CH:6][C:5]2[CH:8]=[C:9]([CH:11](OCC)[O:12]CC)[NH:10][C:4]=2[CH:3]=1>C1COCC1.O>[Br:1][C:2]1[N:7]=[CH:6][C:5]2[CH:8]=[C:9]([CH:11]=[O:12])[NH:10][C:4]=2[CH:3]=1. Procedure details: To a solution of 6-Bromo-2-(diethoxymethyl)-1H-pyrrolo[3,2-c]pyridine (Preparation 137, 142 mg, 0.47 mmole) in THF (1.4 mL) and water (0.28 mL) was added tosic acid hydrate (134 mg, 0.705 mmole) and the reaction was stirred at 25° C. for 55 minutes. The reaction was partitioned between ethyl acetate (20 mL) and sodium bicarbonate (5 mL). The layers were separated and the aqueous layer again extracted with ethyl acetate (7 mL). The combined organic layers were washed with sodium bicarbonate and b...